The task is: describe an organic reaction: reactants, conditions, products, and yield. This data is from the Open Reaction Database (ORD), a public repository of structured organic reaction records. Reactants: CO (MeOH), Cl.Cl.Cl.N1N=CC2=CC(=CC=C12)NC=1C2=C(N=CN1)NC(=C2)C=2CCNCC2 ((1H-indazol-5-yl)-[6-(1,2,3,6-tetrahydropyridin-4-yl)-7H-pyrrolo[2,3-d]pyrimidin-4-yl]amine tri-hydrochloride), C1(=CC=CC=C1)CC(=O)Cl (phenylacetyl chloride), CCN(C(C)C)C(C)C (i-Pr2NEt). Solvent: ClCCl (dichloromethane). Reaction conditions: time 3 hour. Yields the product N1N=CC2=CC(=CC=C12)NC=1C2=C(N=CN1)NC(=C2)C=2CCN(CC2)C(CC2=CC=CC=C2)=O (1-{4-[4-(1H-Indazol-5-ylamino)-7H-pyrrolo[2,3-d]-pyrimidin-6-yl]-3,6-dihydro-2H-pyridin-1-yl}-2-phenylethanone). Reaction SMILES: Cl.Cl.Cl.[NH:4]1[C:12]2[C:7](=[CH:8][C:9]([NH:13][C:14]3[C:15]4[CH:22]=[C:21]([C:23]5[CH2:24][CH2:25][NH:26][CH2:27][CH:28]=5)[NH:20][C:16]=4[N:17]=[CH:18][N:19]=3)=[CH:10][CH:11]=2)[CH:6]=[N:5]1.[C:29]1([CH2:35][C:36](Cl)=[O:37])[CH:34]=[CH:33][CH:32]=[CH:31][CH:30]=1.CCN(C(C)C)C(C)C.CO>ClCCl>[NH:4]1[C:12]2[C:7](=[CH:8][C:9]([NH:13][C:14]3[C:15]4[CH:22]=[C:21]([C:23]5[CH2:24][CH2:25][N:26]([C:36](=[O:37])[CH2:35][C:29]6[CH:34]=[CH:33][CH:32]=[CH:31][CH:30]=6)[CH2:27][CH:28]=5)[NH:20][C:16]=4[N:17]=[CH:18][N:19]=3)=[CH:10][CH:11]=2)[CH:6]=[N:5]1 |f:0.1.2.3|. Procedure details: To a solution of (1H-indazol-5-yl)-[6-(1,2,3,6-tetrahydropyridin-4-yl)-7H-pyrrolo[2,3-d]pyrimidin-4-yl]amine tri-hydrochloride (73.6 mg, 0.2 mmol) and phenylacetyl chloride (31 mg, 0.2 mmol) in dichloromethane (1.5 mL) was added i-Pr2NEt (0.1 mL). The resulting mixture was stirred at rt for 3 h. MeOH (0.3 mL) was added to quench the reaction. Solvents were removed and the residue was dissolved in DMF (≈2 mL), which was purified by mass-directed HPLC to obtain the title compound. 1H-NMR (DMSO-d6,... Starting materials: hydrocarbon, naphthenic acids, [OH-].[Mg+2].[OH-] (magnesium hydroxide), [OH-].[Mg+2].[OH-] (magnesium hydroxide), C(C)(=O)O (Acetic acid). Conditions: temperature 200 celsius. Product: C(C)(=O)[O-].[Mg+2].C(C)(=O)[O-] (magnesium acetate). RXN SMILES: [OH-].[Mg+2:2].[OH-].[C:4]([OH:7])(=[O:6])[CH3:5]>>[C:4]([O-:7])(=[O:6])[CH3:5].[Mg+2:2].[C:4]([O-:7])(=[O:6])[CH3:5] |f:0.1.2,4.5.6|. Reported procedure: To the reactor of Example 1 were charged 150 g high-boiling hydrocarbon oil, 28.2 g naphthenic acids, and 3.0 g commercial technical grade magnesium hydroxide. The contents were agitated and heated to 200° C. The contents were cooled and 20.3 g (0.35 mole) commercial technical grade magnesium hydroxide was added. The contents were heated to 135° C. Acetic acid (42.0 g, 0.7 mole) was added dropwise while maintaining the temperature at 125°-135° C. to form magnesium acetate in situ. After all of t...